From a dataset of the Open Reaction Database (ORD), a public repository of structured organic reaction records. describe an organic reaction: reactants, conditions, products, and yield Procedure details: Using the compound obtained in Example 140 as a starting material and also using methyl iodide as a reagent, reaction was performed as in Example 29 to give 85 mg of the titled compound (yield, 70%). Yields the product C(C)(C)(C)OC(NC1(CCCCC1)C1=CC(=CC=C1)NC(SC)=N)=O (N-(1-(3-(S-methylisothioureido)phenyl)cyclohexyl)carbamic acid t-butyl ester). Starting materials: C(C)(C)(C)OC(NC1(CCCCC1)C1=CC(=CC=C1)NC(=S)N)=O (N-(1-(3-thioureidophenyl)cyclohexyl)carbamic acid t-butyl ester), CI (methyl iodide). Isolated yield 70.0%. RXN SMILES: [C:1]([O:5][C:6](=[O:24])[NH:7][C:8]1([C:14]2[CH:19]=[CH:18][CH:17]=[C:16]([NH:20][C:21]([NH2:23])=[S:22])[CH:15]=2)[CH2:13][CH2:12][CH2:11][CH2:10][CH2:9]1)([CH3:4])([CH3:3])[CH3:2].[CH3:25]I>>[C:1]([O:5][C:6](=[O:24])[NH:7][C:8]1([C:14]2[CH:19]=[CH:18][CH:17]=[C:16]([NH:20][C:21](=[NH:23])[S:22][CH3:25])[CH:15]=2)[CH2:9][CH2:10][CH2:11][CH2:12][CH2:13]1)([CH3:4])([CH3:2])[CH3:3]. Starting materials: O=C1N(C(C2=CC=CC=C12)=O)C[C@H](CC1=C(C=CC=C1)C(F)(F)F)NC(=O)C1=CSC(=C1)C1=CC=NN1C (N-((1S)-2-(1,3-dioxo-1,3-dihydro-2H-isoindol-2-yl)-1-{[2-(trifluoromethyl)phenyl]methyl}ethyl)-5-(1-methyl-1H-pyrazol-5-yl)-3-thiophenecarboxamide), NN (hydrazine). Solvent: CO.C1CCOC1 (MeOH THF). Reaction conditions: time 18 hour. The product is NC[C@H](CC1=C(C=CC=C1)C(F)(F)F)NC(=O)C1=CSC(=C1)C1=CC=NN1C (N-((1S)-2-amino-1-{[2-(trifluoromethyl)phenyl]methyl}ethyl)-5-(1-methyl-1H-pyrazol-5-yl)-3-thiophenecarboxamide). Reaction SMILES: O=C1C2C(=CC=CC=2)C(=O)[N:3]1[CH2:12][C@@H:13]([NH:25][C:26]([C:28]1[CH:32]=[C:31]([C:33]2[N:37]([CH3:38])[N:36]=[CH:35][CH:34]=2)[S:30][CH:29]=1)=[O:27])[CH2:14][C:15]1[CH:20]=[CH:19][CH:18]=[CH:17][C:16]=1[C:21]([F:24])([F:23])[F:22].NN>CO.C1COCC1>[NH2:3][CH2:12][C@@H:13]([NH:25][C:26]([C:28]1[CH:32]=[C:31]([C:33]2[N:37]([CH3:38])[N:36]=[CH:35][CH:34]=2)[S:30][CH:29]=1)=[O:27])[CH2:14][C:15]1[CH:20]=[CH:19][CH:18]=[CH:17][C:16]=1[C:21]([F:24])([F:23])[F:22] |f:2.3|. Procedure details: To a solution of N-((1S)-2-(1,3-dioxo-1,3-dihydro-2H-isoindol-2-yl)-1-{[2-(trifluoromethyl)phenyl]methyl}ethyl)-5-(1-methyl-1H-pyrazol-5-yl)-3-thiophenecarboxamide (74 mg, 0.14 mmol) in MeOH/THF (2 mL, 1:1) at RT was added hydrazine (86 μL, 2.75 mmol). After stirring for 18 h at RT, the reaction solution was concentrated under vacuum and purified via column chromatography (silica, 3% MeOH in DCM (1% NH4OH)) yielding the title compound. Starting materials: O(S(=O)(=O)C(F)(F)F)[Si](C)(C)C(C)(C)C (t-butyldimethylsilyl triflate), N1C(=CC2=CC=CC=C12)CC(C(=O)O)O (Indole lactic acid), CNOC (N,O-dimethylhydroxylamine), ClC(=O)OCC(C)C (iso-Butyl chloroformate). Run in C(C)N(CC)CC (triethylamine), ClCCl (dichloromethane), C(C)N(CC)CC (triethylamine). Conditions: time 24 hour. The product is CON(C(C(CC1=CNC2=CC=CC=C12)O[Si](C)(C)C(C)(C)C)=O)C (N-Methoxy-N-methyl-2-t-butyldimethylsilyloxy-3-(3-indolyl)propionamide). As a reaction SMILES: [NH:1]1[C:9]2[C:4](=[CH:5][CH:6]=[CH:7][CH:8]=2)[CH:3]=[C:2]1CC(O)C(O)=O.[O:16]([Si:24]([C:27]([CH3:30])([CH3:29])[CH3:28])([CH3:26])[CH3:25])S(C(F)(F)F)(=O)=O.ClC([O:34][CH2:35][CH:36]([CH3:38])C)=O.[CH3:39][NH:40][O:41][CH3:42]>ClCCl.C(N(CC)CC)C>[CH3:42][O:41][N:40]([CH3:39])[C:35](=[O:34])[CH:36]([O:16][Si:24]([C:27]([CH3:30])([CH3:29])[CH3:28])([CH3:26])[CH3:25])[CH2:38][C:3]1[C:4]2[C:9](=[CH:8][CH:7]=[CH:6][CH:5]=2)[NH:1][CH:2]=1. Procedure: Indole lactic acid (5.0 g) was suspended in dichloromethane (100 ml) and treated with triethylamine (6.8 ml) and t-butyldimethylsilyl triflate (5.7 ml) for 24 hours. iso-Butyl chloroformate (3.1 ml) was added followed by N,O-dimethylhydroxylamine (2.4 g) and triethylamine (3.4 ml). The solution was stirred for 24 hours then washed with water, dried (Na2SO4) and concentrated. The residue was purified by chromatography on silica gel eluting with ethyl acetate-petroleum ether to give the title comp... The reactants are C([O-])([O-])=O.[K+].[K+] (potassium carbonate), O (water), ClC1=C(C=C(C=C1)[C@]12[C@@H]([C@H]([C@@H]([C@](CO1)(O2)CO)O)O)O)CC2=CC=C(C=C2)O ((1S,2S,3S,4R,5S)-5-[4-chloro-3-(4-hydroxy-benzyl)-phenyl]-1-hydroxymethyl-6,8-dioxa-bicyclo[3.2.1]octane-2,3,4-triol), C([O-])([O-])=O.[K+].[K+] (potassium carbonate), BrCCOCC1=CC=CC=C1 ((2-bromo-ethoxymethyl)-benzene). The solvent is C(C)(=O)OCC (ethyl acetate), C(C)#N (acetonitrile). Reaction conditions: time 5 hour. Yields the product ClC1=C(C=C(C=C1)[C@]12[C@@H]([C@H]([C@@H]([C@](CO1)(O2)CO)O)O)O)CC2=CC=C(C=C2)OCCO ((1S,2S,3S,4R,5S)-5-{4-Chloro-3-[4-(2-hydroxy-ethoxy)-benzyl]-phenyl}-1-hydroxymethyl-6,8-dioxa-bicyclo[3.2.1]octane-2,3,4-triol). Isolated yield 26.0%. RXN SMILES: [Cl:1][C:2]1[CH:7]=[CH:6][C:5]([C@@:8]23[O:15][C@@:12]([CH2:16][OH:17])([CH2:13][O:14]2)[C@@H:11]([OH:18])[C@H:10]([OH:19])[C@H:9]3[OH:20])=[CH:4][C:3]=1[CH2:21][C:22]1[CH:27]=[CH:26][C:25]([OH:28])=[CH:24][CH:23]=1.C(=O)([O-])[O-].[K+].[K+].Br[CH2:36][CH2:37][O:38]CC1C=CC=CC=1.O>C(#N)C.C(OCC)(=O)C>[Cl:1][C:2]1[CH:7]=[CH:6][C:5]([C@@:8]23[O:15][C@@:12]([CH2:16][OH:17])([CH2:13][O:14]2)[C@@H:11]([OH:18])[C@H:10]([OH:19])[C@H:9]3[OH:20])=[CH:4][C:3]=1[CH2:21][C:22]1[CH:23]=[CH:24][C:25]([O:28][CH2:36][CH2:37][OH:38])=[CH:26][CH:27]=1 |f:1.2.3|. Procedure details: To a solution of (1S,2S,3S,4R,5S)-5-[4-chloro-3-(4-hydroxy-benzyl)-phenyl]-1-hydroxymethyl-6,8-dioxa-bicyclo[3.2.1]octane-2,3,4-triol (14 mg, 0.034 mmol) in acetonitrile (0.5 mL) was added potassium carbonate (14 mg, 0.1 mmol) followed by the addition of (2-bromo-ethoxymethyl)-benzene (0.010 mL, 0.063 mmol) and the reaction mixture was heated to 50 degrees Celsius for 24 hours. The reaction showed some product formation but the majority of starting material remained. An additional 3 equivalents ... Reactants: [BH4-], CC(=O)O, CCO, [Na+], CC(C=O)C1CCC2C3CCC4=CC(=O)CCC4(C)C3CCC12C, C1CCOC1. Yields the product CC(CO)C1CCC2C3CCC4=CC(=O)CCC4(C)C3CCC12C. Reaction SMILES: [BH4-:30].[CH3:32][C:33](=[O:34])[OH:35].[CH3:36][CH2:37][OH:38].[Na+:31].[O:1]=[C:2]1[CH:3]=[C:4]2[CH2:5][CH2:6][CH:7]3[CH:8]4[CH2:9][CH2:10][CH:11]([CH:12]([CH3:13])[CH:14]=[O:15])[C:16]4([CH3:24])[CH2:17][CH2:18][CH:19]3[C:20]2([CH3:23])[CH2:21][CH2:22]1.[O:25]1[CH2:26][CH2:27][CH2:28][CH2:29]1>>[O:1]=[C:2]1[CH:3]=[C:4]2[CH2:5][CH2:6][CH:7]3[CH:8]4[CH2:9][CH2:10][CH:11]([CH:12]([CH3:13])[CH2:14][OH:15])[C:16]4([CH3:24])[CH2:17][CH2:18][CH:19]3[C:20]2([CH3:23])[CH2:21][CH2:22]1. The reactants are BrC=1C=C2C(=CC1)OC1=NC=C(C=C1[C@@]21N=C(OC1)N)OCC(C)(C)C ((S)-7-bromo-3-(neopentyloxy)-5′H-spiro[chromeno[2,3-b]pyridine-5,4′-oxazol]-2′-amine), CN(C)C=O (DMF), C(C)(C)NC(C)C (diisopropylamine), C[Si](C#CC1(COC1)C)(C)C (trimethyl((3-methyloxetan-3-yl)ethynyl)silane). Reagents/catalysts: [Cu](I)I (copper iodide), C=1C=CC(=CC1)[P](C=2C=CC=CC2)(C=3C=CC=CC3)[Pd]([P](C=4C=CC=CC4)(C=5C=CC=CC5)C=6C=CC=CC6)([P](C=7C=CC=CC7)(C=8C=CC=CC8)C=9C=CC=CC9)[P](C=1C=CC=CC1)(C=1C=CC=CC1)C=1C=CC=CC1 (tetrakis(triphenylphosphine)palladium). Reaction conditions: temperature 90 celsius. Yields the product CC1(COC1)C#CC=1C=C2C(=CC1)OC1=NC=C(C=C1[C@@]21N=C(OC1)N)OCC(C)(C)C ((S)-7-((3-methyloxetan-3-yl)ethynyl)-3-(neopentyloxy)-5′H-spiro[chromeno[2,3-b]pyridine-5,4′-oxazol]-2′-amine). RXN SMILES: Br[C:2]1[CH:3]=[C:4]2[C@@:15]3([CH2:19][O:18][C:17]([NH2:20])=[N:16]3)[C:14]3[C:9](=[N:10][CH:11]=[C:12]([O:21][CH2:22][C:23]([CH3:26])([CH3:25])[CH3:24])[CH:13]=3)[O:8][C:5]2=[CH:6][CH:7]=1.CN(C=O)C.C(NC(C)C)(C)C.C[Si](C)(C)[C:41]#[C:42][C:43]1([CH3:47])[CH2:46][O:45][CH2:44]1>[Cu](I)I.C1C=CC([P]([Pd]([P](C2C=CC=CC=2)(C2C=CC=CC=2)C2C=CC=CC=2)([P](C2C=CC=CC=2)(C2C=CC=CC=2)C2C=CC=CC=2)[P](C2C=CC=CC=2)(C2C=CC=CC=2)C2C=CC=CC=2)(C2C=CC=CC=2)C2C=CC=CC=2)=CC=1>[CH3:47][C:43]1([C:42]#[C:41][C:2]2[CH:3]=[C:4]3[C@@:15]4([CH2:19][O:18][C:17]([NH2:20])=[N:16]4)[C:14]4[C:9](=[N:10][CH:11]=[C:12]([O:21][CH2:22][C:23]([CH3:26])([CH3:24])[CH3:25])[CH:13]=4)[O:8][C:5]3=[CH:6][CH:7]=2)[CH2:46][O:45][CH2:44]1 |^1:56,58,77,96|. Procedure details: To a solution of (S)-2′-amino-7-bromo-5′H-spiro[chromeno[2,3-b]pyridine-5,4′-oxazol]-3-ol (390 mg, 1.120 mmol) in DMF (4481 μL, 1.120 mmol) in a sealed tube was added cesium carbonate (912 mg, 2.80 mmol). After stirring for 1 minute neopentyl iodide (223 μL, 1.680 mmol) was added, the reaction vessel was sealed and heated at 100° C. for 2.5 hours. Reaction was cooled to RT to prevent over alkylation. The reaction was diluted with water (25 mL) and 10 mL of ethyl acetate and stirred for 30 minute... The reactants are C(=O)(OC(C)(C)C)N1CCNCC1 (1-Boc-piperazine), FC(C1=C(C(=O)Cl)C=CC=C1)(F)F (2-trifluoromethylbenzoyl chloride). The solvent is ClCCl (dichloromethane), C(C)N(CC)CC (triethylamine), ClCCl (dichloromethane). Run at time 18 hour. Product: C(C)(C)(C)OC(=O)N1CCN(CC1)C(C1=C(C=CC=C1)C(F)(F)F)=O (4-(2-trifluoromethylbenzoyl)piperazine-1-carboxylic acid tert-butyl ester). Reaction SMILES: [C:1]([N:8]1[CH2:13][CH2:12][NH:11][CH2:10][CH2:9]1)([O:3][C:4]([CH3:7])([CH3:6])[CH3:5])=[O:2].[F:14][C:15]([F:26])([F:25])[C:16]1[CH:24]=[CH:23][CH:22]=[CH:21][C:17]=1[C:18](Cl)=[O:19]>ClCCl.C(N(CC)CC)C>[C:4]([O:3][C:1]([N:8]1[CH2:9][CH2:10][N:11]([C:18](=[O:19])[C:17]2[CH:21]=[CH:22][CH:23]=[CH:24][C:16]=2[C:15]([F:14])([F:25])[F:26])[CH2:12][CH2:13]1)=[O:2])([CH3:7])([CH3:6])[CH3:5]. Reported procedure: To a stirred solution of 1-Boc-piperazine (1.96 g, 10.5 mmol) in dichloromethane (50 mL) was added 2-trifluoromethylbenzoyl chloride (2.08 g, 10.0 mmol) dissolved in dichloromethane in the presence of triethylamine (3 mL) at 0° C. The resulting mixture was stirred at room temperature for 18 hours and then quenched with water (25 mL). The organic phase was washed with water, brine, then dried over MgSO4 and concentrated in vacuo to afford 4-(2-trifluoromethylbenzoyl)piperazine-1-carboxylic acid t...